From a dataset of the Open Reaction Database (ORD), a public repository of structured organic reaction records. describe an organic reaction: reactants, conditions, products, and yield The reactants are C(C1=CC=C(C=C1)OC)=O (p-anisaldehyde), [N+](=O)([O-])C1=C(C=CC(=C1)[N+](=O)[O-])C (2,4-dinitrotoluene), N1CCCCC1 (piperidine). The solvent is C=1(C(=CC=CC1)C)C (xylene). Product: COC1=CC=C(C=CC2=C(C=C(C=C2)[N+](=O)[O-])[N+](=O)[O-])C=C1 (4′-methoxy-2,4-dinitrostilbene). RXN SMILES: [CH:1](=O)[C:2]1[CH:7]=[CH:6][C:5]([O:8][CH3:9])=[CH:4][CH:3]=1.[N+:11]([C:14]1[CH:19]=[C:18]([N+:20]([O-:22])=[O:21])[CH:17]=[CH:16][C:15]=1[CH3:23])([O-:13])=[O:12].N1CCCCC1>C1(C)C(C)=CC=CC=1>[CH3:9][O:8][C:5]1[CH:6]=[CH:7][C:2]([CH:1]=[CH:23][C:15]2[CH:16]=[CH:17][C:18]([N+:20]([O-:22])=[O:21])=[CH:19][C:14]=2[N+:11]([O-:13])=[O:12])=[CH:3][CH:4]=1. Procedure details: To a 2 liter 3-necked round-bottomed flask equipped with a condenser, a Dean-Stark trap, a mechanical stirrer, nitrogen inlet, heating mantle, thermometer, and a Therm-o-watch® temperature controller, was added p-anisaldehyde (149.8 grams, 1.1 moles), 2,4-dinitrotoluene (182 grams, 1.0 mole), xylene (500 milliliters), and piperidine (50 milliliters, 0.5 mole). The resulting mixture was heated with the temperature on the Therm-o-watch® temperature controller set at 145° C. After stirring and heat...